This data is from the Open Reaction Database (ORD), a public repository of structured organic reaction records. The task is: describe an organic reaction: reactants, conditions, products, and yield The reactants are COC1=CC=C(C=C1)CC1(C(CCCC1)C(=S)OCC)CC1=CC=C(C=C1)OC (ethyl 2,2-bis-(4-methoxyphenyl)methylthiocyclohexanecarboxylate), C(C)(=O)OC(C)=O (acetic anhydride), C(C)(C)NC(C)C (diisopropylamine), C(CCC)[Li] (n-butyllithium). The solvent is O1CCCC1 (tetrahydrofuran), O1CCCC1 (tetrahydrofuran). Conditions: time 15 minute. The product is C(C)(=O)OC=1C2=C(SC1C1=CC=C(C=C1)OC)CCCC2 (3-Acetoxy-2-(4-methoxyphenyl)-4,5,6,7-tetrahydrobenzo [b]thiophene). The yield is 43.4%. Reaction SMILES: C(NC(C)C)(C)C.C([Li])CCC.COC1C=CC(C[C:22]2([CH2:33][C:34]3[CH:39]=[CH:38][C:37]([O:40][CH3:41])=[CH:36][CH:35]=3)[CH2:27][CH2:26][CH2:25][CH2:24][CH:23]2[C:28](OCC)=[S:29])=CC=1.[C:42]([O:45]C(=O)C)(=[O:44])[CH3:43]>O1CCCC1>[C:42]([O:45][C:22]1[C:27]2[CH2:26][CH2:25][CH2:24][CH2:23][C:28]=2[S:29][C:33]=1[C:34]1[CH:35]=[CH:36][C:37]([O:40][CH3:41])=[CH:38][CH:39]=1)(=[O:44])[CH3:43]. Procedure: A solution of 1.5 mL (10.7 mmol) of diisopropylamine in 10 mL of dry tetrahydrofuran was cooled to -78° under nitrogen. To this was added 4 mL of 2.5M n-butyllithium (in hexane) and after 15 minutes, a solution of 1.36 g (3 mmol) of ethyl 2,2-bis-(4-methoxyphenyl)methylthiocyclohexanecarboxylate in 5 mL of dry tetrahydrofuran was added and the solution was stirred under N2 for 2 hours. Then 1.5 mL (15 mmol) of acetic anhydride was added and the solution was stirred at room temperature for 1 hour... The reactants are NC=1C(N(C(N(C1N)CCC)=O)CCC)=O (5,6-diamino-1,3-dipropyluracil), FC1=C(C=CC(=O)O)C=CC=C1 (2-fluorocinnamic acid). The product is FC1=C(/C=C/C2=NC=3N(C(N(C(C3N2)=O)CCC)=O)CCC)C=CC=C1 ((E)-8-(2-Fluorostyryl)-1,3-dipropylxanthine). Yield: 68.1%. As a reaction SMILES: [NH2:1][C:2]1[C:3](=[O:16])[N:4]([CH2:13][CH2:14][CH3:15])[C:5](=[O:12])[N:6]([CH2:9][CH2:10][CH3:11])[C:7]=1[NH2:8].[F:17][C:18]1[CH:28]=[CH:27][CH:26]=[CH:25][C:19]=1[CH:20]=[CH:21][C:22](O)=O>>[F:17][C:18]1[CH:28]=[CH:27][CH:26]=[CH:25][C:19]=1/[CH:20]=[CH:21]/[C:22]1[NH:1][C:2]2[C:3](=[O:16])[N:4]([CH2:13][CH2:14][CH3:15])[C:5](=[O:12])[N:6]([CH2:9][CH2:10][CH3:11])[C:7]=2[N:8]=1. Procedure details: Substantially the same procedure as in Reference Example 1 was repeated using 3.00 g (13.3 mmol) of 5,6-diamino-1,3-dipropyluracil and 2.43 g (14.6 mmol) of 2-fluorocinnamic acid. Then, the resultant crude crystals were recrystallized from dioxane/water to give 3.23 g (yield 68%) of Compound 42 as white needles. The reactants are Cl.NC=1C=2C(NC3=C(N1)C=C(C(=C3)Cl)Cl)=NN(N2)C (10-Amino-6,7-dichloro-2-methyl-2,4-dihydro-1,2,3-triazolo[4,5-b][1,5]benzodiazepine hydrochloride), CS(=O)C (dimethylsulphoxide), CN1CCNCC1 (N-methylpiperazine). Solvent: C1(=CC=CC=C1)C (toluene). Run at temperature 125 celsius. Product: ClC1=CC2=C(N=C(C=3C(N2)=NN(N3)C)N3CCN(CC3)C)C=C1Cl (6,7-Dichloro-2-methyl-10-[4-methyl-1-piperazinyl]-2,4-dihydro-1,2,3-triazolo[4,5-b][1,5]benzodiazepine). As a reaction SMILES: Cl.[NH2:2][C:3]1[C:4]2[C:5](=[N:16][N:17]([CH3:19])[N:18]=2)[NH:6][C:7]2[CH:13]=[C:12]([Cl:14])[C:11]([Cl:15])=[CH:10][C:8]=2[N:9]=1.CS(C)=O.[CH3:24][N:25]1[CH2:30][CH2:29]N[CH2:27][CH2:26]1>C1(C)C=CC=CC=1>[Cl:14][C:12]1[C:11]([Cl:15])=[CH:10][C:8]2[N:9]=[C:3]([N:2]3[CH2:29][CH2:30][N:25]([CH3:24])[CH2:26][CH2:27]3)[C:4]3[C:5](=[N:16][N:17]([CH3:19])[N:18]=3)[NH:6][C:7]=2[CH:13]=1 |f:0.1|. Procedure: 10-Amino-6,7-dichloro-2-methyl-2,4-dihydro-1,2,3-triazolo[4,5-b][1,5]benzodiazepine hydrochloride (0.84 g) was added to a mixture of dry dimethylsulphoxide (5 ml), toluene (5 m) and N-methylpiperazine (1 ml), which had been purged with nitrogen for 20 minutes. The stirred solution was then heated at 125° C. (oil bath) under nitrogen for 16 hours, cooled to room temperature, and distilled water (10 ml) added, keeping the temperature below 25° C. After stirring at 5° C. for half an hour, the suspe... Reaction SMILES: [Br:33][CH2:34][c:35]1[cH:36][cH:37][cH:38][cH:39][cH:40]1.[C:27](=[O:28])([O-:29])[O-:30].[CH3:41][CH2:42][OH:43].[CH:2]([CH3:3])([CH3:4])[NH:5][CH:6]([CH2:7][C:8]1=[C:14]2[CH:13]([CH2:12][CH2:11][NH:10][C:9]1=[O:25])[CH2:22][CH2:21][c:20]1[c:15]2[cH:16][cH:17][c:18]([O:23][CH3:24])[cH:19]1)[CH3:26].[ClH:1].[K+:31].[K+:32]>>[CH:2]([CH3:3])([CH3:4])[N:5]([CH:6]([CH2:7][C:8]1=[C:14]2[CH:13]([CH2:12][CH2:11][NH:10][C:9]1=[O:25])[CH2:22][CH2:21][c:20]1[c:15]2[cH:16][cH:17][c:18]([O:23][CH3:24])[cH:19]1)[CH3:26])[CH2:34][c:35]1[cH:36][cH:37][cH:38][cH:39][cH:40]1. The reactants are BrCc1ccccc1, O=C([O-])[O-], CCO, COc1ccc2c(c1)CCC1CCNC(=O)C(CC(C)NC(C)C)=C21, Cl, [K+], [K+]. The product is COc1ccc2c(c1)CCC1CCNC(=O)C(CC(C)N(Cc3ccccc3)C(C)C)=C21. Procedure: To a vigorously stirred suspension of 5-(tetradecyloxy)furan-2-carboxylic acid (0.162 g, 0.5 mmol) in 10 mL of N,N-dimethylformamide was added 1-bromo-4-methylpentane (0.247 g, 1.5 mmol), cesium carbonate (0.243 g, 0.75 mmol) and sodium iodide (˜20 mg). The suspension appeared to go into solution briefly, and then a very finely dispersed white precipitate was observed. The reaction was allowed to stir for 12 hrs at which time HPLC analysis of the reaction solution indicated complete conversion o... Reactants: BrCCCC(C)C (1-bromo-4-methylpentane), C([O-])([O-])=O.[Cs+].[Cs+] (cesium carbonate), [I-].[Na+] (sodium iodide), CCCCCCCCCCCCCCOC1=CC=C(O1)C(=O)O (TOFA), C(CCCCCCCCCCCCC)OC1=CC=C(O1)C(=O)O (5-(tetradecyloxy)furan-2-carboxylic acid). Reaction conditions: time 12 hour. Isolated yield 62.2%. Product: C(CCCCCCCCCCCCC)OC1=CC=C(O1)C(=O)OCCCC(C)C (4-methylpentyl 5-(tetradecyloxy)furan-2-carboxylate). As a reaction SMILES: [CH2:1]([O:15][C:16]1[O:20][C:19]([C:21]([OH:23])=[O:22])=[CH:18][CH:17]=1)[CH2:2][CH2:3][CH2:4][CH2:5][CH2:6][CH2:7][CH2:8][CH2:9][CH2:10][CH2:11][CH2:12][CH2:13][CH3:14].Br[CH2:25][CH2:26][CH2:27][CH:28]([CH3:30])[CH3:29].C(=O)([O-])[O-].[Cs+].[Cs+].[I-].[Na+]>CN(C)C=O.CCOC(C)=O.[Cl-].[Na+].O.O>[CH2:1]([O:15][C:16]1[O:20][C:19]([C:21]([O:23][CH2:25][CH2:26][CH2:27][CH:28]([CH3:30])[CH3:29])=[O:22])=[CH:18][CH:17]=1)[CH2:2][CH2:3][CH2:4][CH2:5][CH2:6][CH2:7][CH2:8][CH2:9][CH2:10][CH2:11][CH2:12][CH2:13][CH3:14] |f:2.3.4,5.6,9.10.11|. Run in CN(C=O)C (N,N-dimethylformamide), CCOC(=O)C (EtOAc), [Cl-].[Na+].O (brine), O (water). Starting materials: C1(=C(C=CC=C1)C(CC=NO)C)C1=CC=CC=C1 (3-p-biphenylyl-butanaldoxime). Reagents/catalysts: [Zn] (zinc). The solvent is C(C)(=O)O (acetic acid). Reaction conditions: time 4 hour. Yields the product C1(=C(C=CC=C1)C(CCN)C)C1=CC=CC=C1 (3-p-biphenylyl-butylamine). RXN SMILES: [C:1]1([C:13]2[CH:18]=[CH:17][CH:16]=[CH:15][CH:14]=2)[CH:6]=[CH:5][CH:4]=[CH:3][C:2]=1[CH:7]([CH3:12])[CH2:8][CH:9]=[N:10]O>C(O)(=O)C.[Zn]>[C:1]1([C:13]2[CH:18]=[CH:17][CH:16]=[CH:15][CH:14]=2)[CH:6]=[CH:5][CH:4]=[CH:3][C:2]=1[CH:7]([CH3:12])[CH2:8][CH2:9][NH2:10]. Procedure details: 1.5 g of zinc dust are added, while stirring, to a solution of 2.39 g of 3-p-biphenylyl-butanaldoxime in 25 ml of acetic acid. The mixture is stirred for a further 4 hours, filtered, diluted with water, rendered alkaline with ammonia and extracted with chloroform. After the customary working up, 3-p-biphenylyl-butylamine is obtained. Hydrochloride, m.p. 226°-228°. Yields the product C(C=C)C1C(C(N(C2=C1C1=CC=CC=C1C=C2)O)C(=O)O)=O (1-allyl-4-hydroxy-naphthpyridine-2(1H)-one-3-carboxylic acid). Starting materials: C(C)(C)(C)OC(=O)C1N(C2=C(C(C1=O)CC=C)C1=CC=CC=C1C=C2)O (1-allyl-4-hydroxy-naphthpyridine-2(1H)-one-3-carboxylic acid t-butyl ester), Cl(=O)(=O)(=O)O (perchloric acid). Run in C(C)#N (acetonitrile). RXN SMILES: C([O:5][C:6]([CH:8]1[C:13](=[O:14])[CH:12]([CH2:15][CH:16]=[CH2:17])[C:11]2[C:18]3[C:23]([CH:24]=[CH:25][C:10]=2[N:9]1[OH:26])=[CH:22][CH:21]=[CH:20][CH:19]=3)=[O:7])(C)(C)C.Cl(O)(=O)(=O)=O>C(#N)C>[CH2:15]([CH:12]1[C:11]2[C:18]3[C:23]([CH:24]=[CH:25][C:10]=2[N:9]([OH:26])[CH:8]([C:6]([OH:7])=[O:5])[C:13]1=[O:14])=[CH:22][CH:21]=[CH:20][CH:19]=3)[CH:16]=[CH2:17]. Procedure details: A solution of 2.2 g. of 1-allyl-4-hydroxy-naphthpyridine-2(1H)-one-3-carboxylic acid t-butyl ester in 25 ml. of acetonitrile is treated with 0.75 ml. of 60% aqueous perchloric acid at 0° C. The resulting precipitate is filtered off and cooled with ester to obtain 1-allyl-4-hydroxy-naphthpyridine-2(1H)-one-3-carboxylic acid. Reactants: COC=1C=CC2=C(CCN(C(N2)=O)C2CCNCC2)C1 (7-methoxy-3-piperidin-4-yl-1,3,4,5-tetrahydro-1,3-benzodiazepin-2-one), C(C1=CC=CC=C1)N(C(=O)C1=NC=NC(=C1)Cl)CC(F)(F)F (6-chloropyrimidine-4-carboxylic acid-benzyl-(2,2,2-trifluorethyl)-amide), CCN(C(C)C)C(C)C (DIPEA). Run in CN(C)C=O (DMF). Conditions: time 2 hour. Product: C(C1=CC=CC=C1)N(C(=O)C1=NC=NC(=C1)N1CCC(CC1)N1C(NC2=C(CC1)C=C(C=C2)OC)=O)CC(F)(F)F (6-[4-(7-methoxy-2-oxo-1,2,4,5-tetrahydro-1,3-benzodiazepin-3-yl)-piperidin-1-yl]-pyrimidine-4-carboxylic acid benzyl-(2,2,2-trifluorethyl)-amide). RXN SMILES: [CH3:1][O:2][C:3]1[CH:4]=[CH:5][C:6]2[NH:12][C:11](=[O:13])[N:10]([CH:14]3[CH2:19][CH2:18][NH:17][CH2:16][CH2:15]3)[CH2:9][CH2:8][C:7]=2[CH:20]=1.[CH2:21]([N:28]([CH2:38][C:39]([F:42])([F:41])[F:40])[C:29]([C:31]1[CH:36]=[C:35](Cl)[N:34]=[CH:33][N:32]=1)=[O:30])[C:22]1[CH:27]=[CH:26][CH:25]=[CH:24][CH:23]=1.CCN(C(C)C)C(C)C>CN(C=O)C>[CH2:21]([N:28]([CH2:38][C:39]([F:42])([F:41])[F:40])[C:29]([C:31]1[CH:36]=[C:35]([N:17]2[CH2:18][CH2:19][CH:14]([N:10]3[CH2:9][CH2:8][C:7]4[CH:20]=[C:3]([O:2][CH3:1])[CH:4]=[CH:5][C:6]=4[NH:12][C:11]3=[O:13])[CH2:15][CH2:16]2)[N:34]=[CH:33][N:32]=1)=[O:30])[C:22]1[CH:27]=[CH:26][CH:25]=[CH:24][CH:23]=1. Procedure: 44 mg (0.16 mmol) 7-methoxy-3-piperidin-4-yl-1,3,4,5-tetrahydro-1,3-benzodiazepin-2-one were added to 50 mg (0.15 mmol) 6-chloropyrimidine-4-carboxylic acid-benzyl-(2,2,2-trifluorethyl)-amide and 34 μL (0.20 mmol) DIPEA in 5 mL DMF. The reaction mixture was stirred for 2 h at RT. The reaction mixture was purified by preparative HPLC-MS. The product fractions were combined and evaporated down i. vac. Starting materials: CC(C)(C)OC(=O)N1CCC(=O)CC1, COC(=O)CP(=O)(OC)OC, CCOC(C)=O, Cl, [H-], [Na+], C1CCOC1. Product: COC(=O)C=C1CCN(C(=O)OC(C)(C)C)CC1. RXN SMILES: [C:3]([CH3:4])([CH3:5])([CH3:6])[O:7][C:8](=[O:9])[N:10]1[CH2:11][CH2:12][C:13](=[O:16])[CH2:14][CH2:15]1.[CH3:18][O:19][P:20]([O:21][CH3:22])(=[O:23])[CH2:24][C:25](=[O:26])[O:27][CH3:28].[CH3:34][CH2:35][O:36][C:37](=[O:38])[CH3:39].[ClH:17].[H-:1].[Na+:2].[O:29]1[CH2:30][CH2:31][CH2:32][CH2:33]1>>[C:3]([CH3:4])([CH3:5])([CH3:6])[O:7][C:8](=[O:9])[N:10]1[CH2:11][CH2:12][C:13](=[CH:24][C:25](=[O:26])[O:27][CH3:28])[CH2:14][CH2:15]1. The reactants are C1C(N=C(O1)C2=NC(CO2)CC3=CC=CC=C3)CC4=CC=CC=C4 (2,2′-bis[(4S)-4-benzyl-2-oxazoline]), COC1=CC=C(C=C1)C(OC[C@@H]1[C@H]([C@H]([C@@H](O1)N1C(=O)NC(=O)C=C1)O)O)(C1=CC=CC=C1)C1=CC=C(C=C1)OC (5′-O-[bis(4-methoxyphenyl)phenylmethyl]uridine), C1(=CC=CC=C1)N=C=O (phenyl isocyanate), COC1=CC=C(C=C1)C(OC[C@@H]1[C@H]([C@H]([C@@H](O1)N1C(=O)NC(=O)C=C1)OC(NC1=CC=CC=C1)=O)O)(C1=CC=CC=C1)C1=CC=C(C=C1)OC (5′-O-[bis(4-methoxyphenyl)phenylmethyl]-2′-O-phenylcarbamoyl-uridine). Reagents/catalysts: C(F)(F)(F)S(=O)(=O)[O-].C(F)(F)(F)S(=O)(=O)[O-].[Cu+2] (Cu(OTf)2). Solvent: C1CCOC1 (THF), C1CCOC1 (THF), C1CCOC1 (THF). Run at time 2 hour. Yields the product COC1=CC=C(C=C1)C(OC[C@@H]1[C@H]([C@H]([C@@H](O1)N1C(=O)NC(=O)C=C1)O)OC(NC1=CC=CC=C1)=O)(C1=CC=CC=C1)C1=CC=C(C=C1)OC (5′-O-[bis(4-methoxyphenyl)phenylmethyl]-3′-O-phenylcarbamoyl-uridine). RXN SMILES: C1OC(C2OCC(CC3C=CC=CC=3)N=2)=NC1CC1C=CC=CC=1.[CH3:25][O:26][C:27]1[CH:32]=[CH:31][C:30]([C:33]([C:57]2[CH:62]=[CH:61][C:60]([O:63][CH3:64])=[CH:59][CH:58]=2)([C:51]2[CH:56]=[CH:55][CH:54]=[CH:53][CH:52]=2)[O:34][CH2:35][C@H:36]2[O:40][C@@H:39]([N:41]3[CH:48]=[CH:47][C:45](=[O:46])[NH:44][C:42]3=[O:43])[C@H:38]([OH:49])[C@@H:37]2[OH:50])=[CH:29][CH:28]=1.[C:65]1([N:71]=[C:72]=[O:73])[CH:70]=[CH:69][CH:68]=[CH:67][CH:66]=1.COC1C=CC(C(C2C=CC(OC)=CC=2)(C2C=CC=CC=2)OC[C@H]2O[C@@H](N3C=CC(=O)NC3=O)[C@H](OC(=O)NC3C=CC=CC=3)[C@@H]2O)=CC=1>C(S([O-])(=O)=O)(F)(F)F.C(S([O-])(=O)=O)(F)(F)F.[Cu+2].C1COCC1>[CH3:25][O:26][C:27]1[CH:28]=[CH:29][C:30]([C:33]([C:57]2[CH:58]=[CH:59][C:60]([O:63][CH3:64])=[CH:61][CH:62]=2)([C:51]2[CH:56]=[CH:55][CH:54]=[CH:53][CH:52]=2)[O:34][CH2:35][C@H:36]2[O:40][C@@H:39]([N:41]3[CH:48]=[CH:47][C:45](=[O:46])[NH:44][C:42]3=[O:43])[C@H:38]([OH:49])[C@@H:37]2[O:50][C:72](=[O:73])[NH:71][C:65]2[CH:70]=[CH:69][CH:68]=[CH:67][CH:66]=2)=[CH:31][CH:32]=1 |f:4.5.6|. Reported procedure: The THF solution (1 ml) containing 2,2′-bis[(4S)-4-benzyl-2-oxazoline] (0.02 mmol, 6.5 mg) and Cu(OTf)2 (II) (0.02 mmol, 7.2 mg) was stirred for 2 hours at room temperature. After the reaction mixture was cooled to 0° C., the THF solution (1 ml) of 5′-O-[bis(4-methoxyphenyl)phenylmethyl]uridine (0.2 mmol, 109 mg) and the THF solution (1 ml) of phenyl isocyanate (0.2 mmol, 23.8 mg) were added thereto. After the mixture was continuously stirred for 1 hour at 0° C. and overnight at room temperature...